describe an organic reaction: reactants, conditions, products, and yield From a dataset of the Open Reaction Database (ORD), a public repository of structured organic reaction records. Starting materials: CC1=C(C=C(C=C1)C)N1CCN(CC1)C(=O)[C@H]1NC(N(C1)S(=O)(=O)C1=CC=CC2=CC=CC=C12)=O ((S)-4-[4-(2,5-dimethyl-phenyl)-piperazine-1-carbonyl]-1-(naphthalene-1-sulfonyl)-imidazolidin-2-one), C(CC)I (propyl iodide), [I-].[Na+] (sodium iodide). Yields the product CC1=C(C=C(C=C1)C)N1CCN(CC1)C(=O)[C@H]1N(C(N(C1)S(=O)(=O)C1=CC=CC2=CC=CC=C12)=O)CCC ((S)-4-[4-(2,5-dimethyl-phenyl)-piperazine-1-carbonyl]-1-(naphthalene-1-sulfonyl)-3-propyl-imidazolidin-2-one). Reaction SMILES: [CH3:1][C:2]1[CH:7]=[CH:6][C:5]([CH3:8])=[CH:4][C:3]=1[N:9]1[CH2:14][CH2:13][N:12]([C:15]([C@@H:17]2[CH2:21][N:20]([S:22]([C:25]3[C:34]4[C:29](=[CH:30][CH:31]=[CH:32][CH:33]=4)[CH:28]=[CH:27][CH:26]=3)(=[O:24])=[O:23])[C:19](=[O:35])[NH:18]2)=[O:16])[CH2:11][CH2:10]1.[CH2:36](I)[CH2:37][CH3:38].[I-].[Na+]>>[CH3:1][C:2]1[CH:7]=[CH:6][C:5]([CH3:8])=[CH:4][C:3]=1[N:9]1[CH2:14][CH2:13][N:12]([C:15]([C@@H:17]2[CH2:21][N:20]([S:22]([C:25]3[C:34]4[C:29](=[CH:30][CH:31]=[CH:32][CH:33]=4)[CH:28]=[CH:27][CH:26]=3)(=[O:24])=[O:23])[C:19](=[O:35])[N:18]2[CH2:36][CH2:37][CH3:38])=[O:16])[CH2:11][CH2:10]1 |f:2.3|. Procedure details: In analogy to example 66, step 4, (S)-4-[4-(2,5-dimethyl-phenyl)-piperazine-1-carbonyl]-1-(naphthalene-1-sulfonyl)-imidazolidin-2-one and propyl iodide were reacted in the presence of sodium iodide in a pressure tube to yield (S)-4-[4-(2,5-dimethyl-phenyl)-piperazine-1-carbonyl]-1-(naphthalene-1-sulfonyl)-3-propyl-imidazolidin-2-one as a white solid. MS: 535.0 ([M+H]) The reactants are [BH3-]C#N, CC(=O)O, CO, COC(=O)c1cc(Br)cc(N)c1C, [Na+], O=C1CCOCC1. Yields the product COC(=O)c1cc(Br)cc(NC2CCOCC2)c1C. As a reaction SMILES: [C:25]([BH3-:26])#[N:27].[CH3:21][C:22](=[O:23])[OH:24].[CH3:29][OH:30].[NH2:1][c:2]1[c:3]([CH3:13])[c:4]([C:5](=[O:6])[O:7][CH3:8])[cH:9][c:10]([Br:12])[cH:11]1.[Na+:28].[O:14]1[CH2:15][CH2:16][C:17](=[O:20])[CH2:18][CH2:19]1>>[NH:1]([c:2]1[c:3]([CH3:13])[c:4]([C:5](=[O:6])[O:7][CH3:8])[cH:9][c:10]([Br:12])[cH:11]1)[CH:17]1[CH2:16][CH2:15][O:14][CH2:19][CH2:18]1.